Dataset: the Open Reaction Database (ORD), a public repository of structured organic reaction records. Task: describe an organic reaction: reactants, conditions, products, and yield Reactants: CO, CCOC(C)=O, NS(=O)(=O)c1cc(C(=O)O)ccc1Cl, O=S(=O)(O)O. Yields the product COC(=O)c1ccc(Cl)c(S(N)(=O)=O)c1. RXN SMILES: [CH3:20][OH:21].[CH3:22][CH2:23][O:24][C:25]([CH3:26])=[O:27].[NH2:1][S:2](=[O:3])(=[O:4])[c:5]1[cH:6][c:7]([C:8](=[O:9])[OH:10])[cH:11][cH:12][c:13]1[Cl:14].[S:15](=[O:16])(=[O:17])([OH:18])[OH:19]>>[NH2:1][S:2](=[O:3])(=[O:4])[c:5]1[cH:6][c:7]([C:8](=[O:9])[O:10][CH3:20])[cH:11][cH:12][c:13]1[Cl:14]. Starting materials: CO, COc1ncccc1CC#N, Cl, [Na+], [OH-]. Yields the product COc1ncccc1CC(=O)O. RXN SMILES: [CH3:15][OH:16].[CH3:1][O:2][c:3]1[n:4][cH:5][cH:6][cH:7][c:8]1[CH2:9][C:10]#[N:11].[ClH:14].[Na+:13].[OH-:12]>>[CH3:1][O:2][c:3]1[n:4][cH:5][cH:6][cH:7][c:8]1[CH2:9][C:10](=[O:12])[OH:16]. Starting materials: CC1=C(C=CC=C1B1OC(C(O1)(C)C)(C)C)N1C(C=2N(C3=CC=CC=C3C2CC1)COCC[Si](C)(C)C)=O (2-(2-Methyl-3-(4,4,5,5-tetramethyl-1,3,2-dioxaborolan-2-yl)phenyl)-9-((2-(trimethylsilyl)ethoxy)methyl)-2,3,4,9-tetrahydro-1H-pyrido[3,4-b]indol-1-one), ClC=1C=C(C(N(N1)COCC[Si](C)(C)C)=O)NC1=NN2C(CN(CC2)C)=C1 (6-Chloro-4-(5-methyl-4,5,6,7-tetrahydropyrazolo[1,5-a]pyrazin-2-ylamino)-2-((2-(trimethylsilyl)ethoxy)methyl)pyridazin-3(2H)-one), O1CCOCC1 (1,4-dioxane), C([O-])([O-])=O.[Na+].[Na+] (sodium carbonate). The reagents and catalysts are C=1C=CC(=CC1)[P](C=2C=CC=CC2)(C=3C=CC=CC3)[Pd]([P](C=4C=CC=CC4)(C=5C=CC=CC5)C=6C=CC=CC6)([P](C=7C=CC=CC7)(C=8C=CC=CC8)C=9C=CC=CC9)[P](C=1C=CC=CC1)(C=1C=CC=CC1)C=1C=CC=CC1 (tetrakis(triphenylphosphine)palladium(0)). Run in O (water). Run at temperature 100 celsius. The product is CC1=C(C=CC=C1C1=NN(C(C(=C1)NC1=NN2C(CN(CC2)C)=C1)=O)COCC[Si](C)(C)C)N1C(C=2N(C3=CC=CC=C3C2CC1)COCC[Si](C)(C)C)=O (2-(2-Methyl-3-(5-(5-methyl-4,5,6,7-tetrahydropyrazolo[1,5-a]pyrazin-2-ylamino)-6-oxo-1-((2-(trimethylsilyl)ethoxy)methyl)-1,6-dihydropyridazin-3-yl)phenyl)-9-((2-(trimethylsilyl)ethoxy)methyl)-2,3,4,9-tetrahydro-1H-pyrido[3,4-b]indol-1-one). Isolated yield 89.4%. RXN SMILES: O1CCOCC1.C(=O)([O-])[O-].[Na+].[Na+].[CH3:13][C:14]1[C:19](B2OC(C)(C)C(C)(C)O2)=[CH:18][CH:17]=[CH:16][C:15]=1[N:29]1[CH2:41][CH2:40][C:39]2[C:38]3[C:33](=[CH:34][CH:35]=[CH:36][CH:37]=3)[N:32]([CH2:42][O:43][CH2:44][CH2:45][Si:46]([CH3:49])([CH3:48])[CH3:47])[C:31]=2[C:30]1=[O:50].Cl[C:52]1[CH:53]=[C:54]([NH:67][C:68]2[CH:77]=[C:71]3[CH2:72][N:73]([CH3:76])[CH2:74][CH2:75][N:70]3[N:69]=2)[C:55](=[O:66])[N:56]([CH2:58][O:59][CH2:60][CH2:61][Si:62]([CH3:65])([CH3:64])[CH3:63])[N:57]=1>C1C=CC([P]([Pd]([P](C2C=CC=CC=2)(C2C=CC=CC=2)C2C=CC=CC=2)([P](C2C=CC=CC=2)(C2C=CC=CC=2)C2C=CC=CC=2)[P](C2C=CC=CC=2)(C2C=CC=CC=2)C2C=CC=CC=2)(C2C=CC=CC=2)C2C=CC=CC=2)=CC=1.O>[CH3:13][C:14]1[C:19]([C:52]2[CH:53]=[C:54]([NH:67][C:68]3[CH:77]=[C:71]4[CH2:72][N:73]([CH3:76])[CH2:74][CH2:75][N:70]4[N:69]=3)[C:55](=[O:66])[N:56]([CH2:58][O:59][CH2:60][CH2:61][Si:62]([CH3:63])([CH3:65])[CH3:64])[N:57]=2)=[CH:18][CH:17]=[CH:16][C:15]=1[N:29]1[CH2:41][CH2:40][C:39]2[C:38]3[C:33](=[CH:34][CH:35]=[CH:36][CH:37]=3)[N:32]([CH2:42][O:43][CH2:44][CH2:45][Si:46]([CH3:49])([CH3:48])[CH3:47])[C:31]=2[C:30]1=[O:50] |f:1.2.3,^1:81,83,102,121|. Procedure: A 50-mL single-neck round-bottomed flask equipped with a magnetic stirrer, reflux condenser and nitrogen inlet was charged with 1,4-dioxane (5 mL), water (1 mL) and sodium carbonate (143 mg, 1.35 mmol). After bubbling nitrogen through the resulting mixture for 30 min, 117c (240 mg, 0.451 mmol), 117e (185 mg, 0.451 mmol) and tetrakis(triphenylphosphine)palladium(0) (52 mg, 0.045 mmol) were added, and the reaction mixture was heated at 100° C. for 3 h. After this time, the reaction was cooled to r... Yields the product [Br-].C(CCCCCCCCCCCCCCCC)NC(=O)S[C@@H]1[C@@H](OCCC1)COC(=O)NCCCCC[N+]1=CSC=C1 (3-{5-[(cis-3-Heptadecylcarbamoylthiotetrahydropyran-2-yl)methoxycarbonylamino]pentyl}thiazolium bromide). Solvent: C1(=CC=CC=C1)C (toluene). Reaction SMILES: [CH2:1]([NH:18][C:19]([S:21][C@H:22]1[CH2:27][CH2:26][CH2:25][O:24][C@H:23]1[CH2:28][O:29][C:30](=[O:38])[NH:31][CH2:32][CH2:33][CH2:34][CH2:35][CH2:36][Br:37])=[O:20])[CH2:2][CH2:3][CH2:4][CH2:5][CH2:6][CH2:7][CH2:8][CH2:9][CH2:10][CH2:11][CH2:12][CH2:13][CH2:14][CH2:15][CH2:16][CH3:17].[S:39]1[CH:43]=[CH:42][N:41]=[CH:40]1>C1(C)C=CC=CC=1>[Br-:37].[CH2:1]([NH:18][C:19]([S:21][C@H:22]1[CH2:27][CH2:26][CH2:25][O:24][C@H:23]1[CH2:28][O:29][C:30]([NH:31][CH2:32][CH2:33][CH2:34][CH2:35][CH2:36][N+:41]1[CH:42]=[CH:43][S:39][CH:40]=1)=[O:38])=[O:20])[CH2:2][CH2:3][CH2:4][CH2:5][CH2:6][CH2:7][CH2:8][CH2:9][CH2:10][CH2:11][CH2:12][CH2:13][CH2:14][CH2:15][CH2:16][CH3:17] |f:3.4|. Starting materials: C(CCCCCCCCCCCCCCCC)NC(=O)S[C@@H]1[C@@H](OCCC1)COC(NCCCCCBr)=O ([cis-3-(N-heptadecylcarbamoylthio)tetrahydropyran-2-ylmethyl]N-(5-bromopentyl)carbamate), S1C=NC=C1 (thiazole). Procedure: 600 mg of dl-[cis-3-(N-heptadecylcarbamoylthio)tetrahydropyran-2-ylmethyl]N-(5-bromopentyl)carbamate (prepared as described in Preparation 42) were dissolved in 1 ml of toluene, and then 0.68 ml of thiazole were added to the resulting mixture. The mixture was then heated on an oil bath kept at 80° C. for 64 hours. At the end of this time, the reaction mixture was evaporated to dryness under reduced pressure, and the residue was subjected to column chromatography through 15 g of silica gel. 595 m... Reaction conditions: time 64 hour. Product: O=C(NC1CNc2ccccc2N(c2ccccc2)C1=O)OCc1ccccc1. Reactants: O=C([O-])[O-], CN(C)C=O, [Cu], I[Cu]I, Ic1ccccc1, [K+], [K+], O=C(NC1CNc2ccccc2NC1=O)OCc1ccccc1. As a reaction SMILES: [C:31](=[O:32])([O-:33])[O-:34].[CH3:37][N:38]([CH3:39])[CH:40]=[O:41].[Cu:42].[Cu:43]([I:44])[I:45].[I:24][c:25]1[cH:26][cH:27][cH:28][cH:29][cH:30]1.[K+:35].[K+:36].[O:1]=[C:2]1[CH:3]([NH:13][C:14](=[O:15])[O:16][CH2:17][c:18]2[cH:19][cH:20][cH:21][cH:22][cH:23]2)[CH2:4][NH:5][c:6]2[c:7]([cH:9][cH:10][cH:11][cH:12]2)[NH:8]1>>[O:1]=[C:2]1[CH:3]([NH:13][C:14](=[O:15])[O:16][CH2:17][c:18]2[cH:19][cH:20][cH:21][cH:22][cH:23]2)[CH2:4][NH:5][c:6]2[c:7]([cH:9][cH:10][cH:11][cH:12]2)[N:8]1[c:25]1[cH:26][cH:27][cH:28][cH:29][cH:30]1. The reactants are C(C1=CN=CC=C1)(=O)O (nicotinic acid), N1(C=NC=C1)C1=CC=C(C(=O)N2CCC(CC2)N)C=C1 (1-[4-(1H-imidazol-1-yl)benzoyl]-4-piperidinamine). Yields the product N1(C=NC=C1)C1=CC=C(C(=O)N2CCC(CC2)NC(=O)C=2C=NC=CC2)C=C1 (N-[1-[4-(1H-Imidazol-1-yl)benzoyl]-4-piperidinyl]-3-pyridinecarboxamide). Reaction SMILES: [C:1]([OH:9])(=O)[C:2]1[CH:7]=[CH:6][CH:5]=[N:4][CH:3]=1.[N:10]1([C:15]2[CH:29]=[CH:28][C:18]([C:19]([N:21]3[CH2:26][CH2:25][CH:24]([NH2:27])[CH2:23][CH2:22]3)=[O:20])=[CH:17][CH:16]=2)[CH:14]=[CH:13][N:12]=[CH:11]1>>[N:10]1([C:15]2[CH:16]=[CH:17][C:18]([C:19]([N:21]3[CH2:26][CH2:25][CH:24]([NH:27][C:1]([C:2]4[CH:3]=[N:4][CH:5]=[CH:6][CH:7]=4)=[O:9])[CH2:23][CH2:22]3)=[O:20])=[CH:28][CH:29]=2)[CH:14]=[CH:13][N:12]=[CH:11]1. Procedure details: In a manner similar to that described in Example 4, nicotinic acid and 1-[4-(1H-imidazol-1-yl)benzoyl]-4-piperidinamine are converted to the title compound.